Dataset: the Open Reaction Database (ORD), a public repository of structured organic reaction records. Task: describe an organic reaction: reactants, conditions, products, and yield The reactants are COC(C1=C(C=C(C=C1Cl)Cl)NC(C(C)C1=CC(=C(C=C1)OCC1=CC=CC=C1)Br)=O)=O (2-[2-(4-benzyloxy-3-bromo-phenyl)-propionylamino]-4,6-dichloro-benzoic acid methyl ester), [Li+].C[Si](C)(C)[N-][Si](C)(C)C (LiHMDS), CCCCCC (n-hexane). Run in CCOC(=O)C (EtOAc). Yields the product C(C1=CC=CC=C1)OC1=C(C=C(C=C1)C1(C(NC2=CC(=CC(=C2C1=O)Cl)Cl)=O)C)Br (3-(4-benzyloxy-3-bromo-phenyl)-5,7-dichloro-3-methyl-1H-quinoline-2,4-dione). The yield is 67.3%. RXN SMILES: CO[C:3](=[O:32])[C:4]1[C:9]([Cl:10])=[CH:8][C:7]([Cl:11])=[CH:6][C:5]=1[NH:12][C:13](=[O:31])[CH:14]([C:16]1[CH:21]=[CH:20][C:19]([O:22][CH2:23][C:24]2[CH:29]=[CH:28][CH:27]=[CH:26][CH:25]=2)=[C:18]([Br:30])[CH:17]=1)[CH3:15].[Li+].C[Si]([N-][Si](C)(C)C)(C)C.CCCCCC>CCOC(C)=O>[CH2:23]([O:22][C:19]1[CH:20]=[CH:21][C:16]([C:14]2([CH3:15])[C:3](=[O:32])[C:4]3[C:5](=[CH:6][C:7]([Cl:11])=[CH:8][C:9]=3[Cl:10])[NH:12][C:13]2=[O:31])=[CH:17][C:18]=1[Br:30])[C:24]1[CH:25]=[CH:26][CH:27]=[CH:28][CH:29]=1 |f:1.2|. Reported procedure: The objective compound was prepared by the same procedure for the example 1, using a 2-[2-(4-benzyloxy-3-bromo-phenyl)-propionylamino]-4,6-dichloro-benzoic acid methyl ester (0.80 g, 1.50 mmol) and LiHMDS (3.20 mmol, 1M THF solution). After normal workup, the objective compound (0.51 g, 67%) was obtained as white solid by a flash column chromatography (n-hexane:EtOAc=5:1): 1H NMR (200 MHz, CDCl3) δ 1.71 (s, 3H, CH3), 5.09 (s, 2H, CH2Ph), 6.78 (d, J=2.0 Hz, 1H, ArH), 6.85 (d, J=9.0 Hz, 1H, ArH), ... The reactants are COC(=O)c1cccc(C(=O)N(C)C)c1, CO, Cl, [Li+], [OH-], O, O. Yields the product CN(C)C(=O)c1cccc(C(=O)O)c1. As a reaction SMILES: [CH3:1][N:2]([C:3](=[O:4])[c:5]1[cH:6][c:7]([C:8](=[O:9])[O:10][CH3:11])[cH:12][cH:13][cH:14]1)[CH3:15].[CH3:20][OH:21].[ClH:19].[Li+:18].[OH-:17].[OH2:16].[OH2:22]>>[CH3:1][N:2]([C:3](=[O:4])[c:5]1[cH:6][c:7]([C:8](=[O:9])[OH:10])[cH:12][cH:13][cH:14]1)[CH3:15]. Reactants: CC(C)C(=O)Nc1cccc(C2CCNCC2)c1, OC(CCl)c1ccccc1, CC(CO)CCl, CC(CO)CN1CCC(c2cccc(NC(=O)C(C)C)c2)CC1. The product is CC(C)C(=O)Nc1cccc(C2CCN(CC(O)c3ccccc3)CC2)c1. Reaction SMILES: [CH3:11][CH:12]([C:13](=[O:14])[NH:15][c:16]1[cH:17][c:18]([CH:22]2[CH2:23][CH2:24][NH:25][CH2:26][CH2:27]2)[cH:19][cH:20][cH:21]1)[CH3:28].[Cl:1][CH2:2][CH:3]([OH:4])[c:5]1[cH:6][cH:7][cH:8][cH:9][cH:10]1.[Cl:52][CH2:53][CH:54]([CH3:55])[CH2:56][OH:57].[OH:29][CH2:30][CH:31]([CH3:32])[CH2:33][N:34]1[CH2:35][CH2:36][CH:37]([c:38]2[cH:39][c:40]([NH:41][C:42](=[O:43])[CH:44]([CH3:45])[CH3:46])[cH:47][cH:48][cH:49]2)[CH2:50][CH2:51]1>>[CH2:2]([CH:3]([OH:4])[c:5]1[cH:6][cH:7][cH:8][cH:9][cH:10]1)[N:25]1[CH2:24][CH2:23][CH:22]([c:18]2[cH:17][c:16]([NH:15][C:13]([CH:12]([CH3:11])[CH3:28])=[O:14])[cH:21][cH:20][cH:19]2)[CH2:27][CH2:26]1. Reactants: N,N'-carbonyldiimidazole, C(C1=CC=NC=C1)(=O)O (isonicotinic acid), N,N'-carbonyldiimidazole, N,N'-carbonyldiimidazole, C1NCCC2=CC=CC=C12 (1,2,3,4-tetrahydroisoquinoline). Solvent: O1CCCC1 (tetrahydrofuran), O1CCCC1 (tetrahydrofuran). Conditions: time 30 minute. Yields the product N1=CC=C(C=C1)C(=O)N1CC2=CC=CC=C2CC1 (2-[(4-Pyridinyl)carbonyl]-1,2,3,4-tetrahydroisoquinoline). RXN SMILES: [C:1]([OH:9])(=O)[C:2]1[CH:7]=[CH:6][N:5]=[CH:4][CH:3]=1.[CH2:10]1[C:19]2[C:14](=[CH:15][CH:16]=[CH:17][CH:18]=2)[CH2:13][CH2:12][NH:11]1>O1CCCC1>[N:5]1[CH:4]=[CH:3][C:2]([C:1]([N:11]2[CH2:12][CH2:13][C:14]3[C:19](=[CH:18][CH:17]=[CH:16][CH:15]=3)[CH2:10]2)=[O:9])=[CH:7][CH:6]=1. Reported procedure: 50 g (406 mmol) of isonicotinic acid are dissolved under an argon atmosphere in 1000 ml of tetrahydrofuran and 25 g of N,N'-carbonyldiimidazole are added while stirring, the mixture is stirred for half an hour, a further 25 g of N,N'-carbonyldiimidazole are added, the mixture is stirred for a further half hour and 15 g of N,N'-carbonyldiimidazole are added. Stirring is continued for 1 h 30 min, 51.39 g (385.8 mmol) of 1,2,3,4-tetrahydroisoquinoline dissolved in a few millilitres of tetrahydrofur... The reactants are Brc1ccc2cnccc2c1, CC(C)(C)OC(=O)N1CCC2(CCNCC2)C1, Cc1ccccc1, c1ccc(P(c2ccccc2)c2ccc3ccccc3c2-c2c(P(c3ccccc3)c3ccccc3)ccc3ccccc23)cc1. Product: CC(C)(C)OC(=O)N1CCC2(CCN(c3ccc4cnccc4c3)CC2)C1. RXN SMILES: [Br:18][c:19]1[cH:20][c:21]2[cH:22][cH:23][n:24][cH:25][c:26]2[cH:27][cH:28]1.[CH2:1]1[N:2]([C:11](=[O:12])[O:13][C:14]([CH3:15])([CH3:16])[CH3:17])[CH2:3][CH2:4][C:5]12[CH2:6][CH2:7][NH:8][CH2:9][CH2:10]2.[CH3:75][c:76]1[cH:77][cH:78][cH:79][cH:80][cH:81]1.[cH:29]1[cH:30][cH:31][c:32]([P:33]([c:34]2[cH:35][cH:36][c:37]3[c:38]([cH:39][cH:40][cH:41][cH:42]3)[c:43]2-[c:44]2[c:45]3[c:46]([cH:47][cH:48][cH:49][cH:50]3)[cH:51][cH:52][c:53]2[P:54]([c:55]2[cH:56][cH:57][cH:58][cH:59][cH:60]2)[c:61]2[cH:62][cH:63][cH:64][cH:65][cH:66]2)[c:67]2[cH:68][cH:69][cH:70][cH:71][cH:72]2)[cH:73][cH:74]1>>[CH2:1]1[N:2]([C:11](=[O:12])[O:13][C:14]([CH3:15])([CH3:16])[CH3:17])[CH2:3][CH2:4][C:5]12[CH2:6][CH2:7][N:8]([c:19]1[cH:20][c:21]3[cH:22][cH:23][n:24][cH:25][c:26]3[cH:27][cH:28]1)[CH2:9][CH2:10]2. Reactants: [C-]#N, CC1CN(C(=O)OC(C)(C)C)CC2Cc3ccc(Br)nc3N12, CC[N+](CC)(CC)CC, N#C[Cu], C1COCCO1, O=C(C=Cc1ccccc1)C=Cc1ccccc1, O=C(C=Cc1ccccc1)C=Cc1ccccc1, O=C(C=Cc1ccccc1)C=Cc1ccccc1, [Pd], [Pd]. The product is CC1CN(C(=O)OC(C)(C)C)CC2Cc3ccc(C#N)nc3N12. As a reaction SMILES: [C-:32]#[N:33].[C:1]([CH3:2])([CH3:3])([CH3:4])[O:5][C:6](=[O:7])[N:8]1[CH2:9][CH:10]2[CH2:11][c:12]3[cH:13][cH:14][c:15]([Br:22])[n:16][c:17]3[N:18]2[CH:19]([CH3:21])[CH2:20]1.[CH2:34]([N+:35]([CH2:36][CH3:37])([CH2:38][CH3:39])[CH2:40][CH3:41])[CH3:42].[Cu:23][C:24]#[N:25].[O:26]1[CH2:27][CH2:28][O:29][CH2:30][CH2:31]1.[O:45]=[C:46]([CH:47]=[CH:48][c:49]1[cH:50][cH:51][cH:52][cH:53][cH:54]1)[CH:55]=[CH:56][c:57]1[cH:58][cH:59][cH:60][cH:61][cH:62]1.[O:63]=[C:64]([CH:65]=[CH:66][c:67]1[cH:68][cH:69][cH:70][cH:71][cH:72]1)[CH:73]=[CH:74][c:75]1[cH:76][cH:77][cH:78][cH:79][cH:80]1.[O:81]=[C:82]([CH:83]=[CH:84][c:85]1[cH:86][cH:87][cH:88][cH:89][cH:90]1)[CH:91]=[CH:92][c:93]1[cH:94][cH:95][cH:96][cH:97][cH:98]1.[Pd:43].[Pd:44]>>[C:1]([CH3:2])([CH3:3])([CH3:4])[O:5][C:6](=[O:7])[N:8]1[CH2:9][CH:10]2[CH2:11][c:12]3[cH:13][cH:14][c:15]([C:24]#[N:25])[n:16][c:17]3[N:18]2[CH:19]([CH3:21])[CH2:20]1. Reported procedure: 3.0 g (8.59 mmol) of N-[4-(6,8-dichloro-2-methyl-1,2,3,4-tetrahydroisoquinolin-4-yl)-phenyl]acetamide (example 3, intermediate 5) were heated to reflux in 100 ml of 21% strength sodium ethanolate solution. Solid sodium ethanolate was added depending on the progress of the reaction, until complete conversion was achieved. For workup, the solvent was removed and the residue was taken up in H2O. It was extracted twice with dichloromethane. The combined organic phases were dried with MgSO4 and conce... As a reaction SMILES: [Cl:1][C:2]1[CH:3]=[C:4]2[C:9](=[C:10]([Cl:12])[CH:11]=1)[CH2:8][N:7]([CH3:13])[CH2:6][CH:5]2[C:14]1[CH:19]=[CH:18][C:17]([NH:20]C(=O)C)=[CH:16][CH:15]=1.C([O-])C.[Na+]>>[Cl:1][C:2]1[CH:3]=[C:4]2[C:9](=[C:10]([Cl:12])[CH:11]=1)[CH2:8][N:7]([CH3:13])[CH2:6][CH:5]2[C:14]1[CH:19]=[CH:18][C:17]([NH2:20])=[CH:16][CH:15]=1 |f:1.2|. The reactants are C(C)[O-].[Na+] (sodium ethanolate), ClC=1C=C2C(CN(CC2=C(C1)Cl)C)C1=CC=C(C=C1)NC(C)=O (N-[4-(6,8-dichloro-2-methyl-1,2,3,4-tetrahydroisoquinolin-4-yl)-phenyl]acetamide), ClC=1C=C2C(CN(CC2=C(C1)Cl)C)C1=CC=C(C=C1)NC(C)=O (N-[4-(6,8-dichloro-2-methyl-1,2,3,4-tetrahydroisoquinolin-4-yl)-phenyl]acetamide), C(C)[O-].[Na+] (sodium ethanolate). Product: ClC=1C=C2C(CN(CC2=C(C1)Cl)C)C1=CC=C(C=C1)N (4-(6,8-Dichloro-2-methyl-1,2,3,4-tetrahydroisoquinolin-4-yl)phenylamine). Reactants: CC([C@H](C(=O)O)N1C(C2=CC=C(C=C2C1)C1=CC=C(C=C1)NC(=O)NC1=CC(=CC=C1)C(F)(F)F)=O)C ((R)-3-Methyl-2-(1-oxo-5-(4-(3-(3-(trifluoromethyl)phenyl)ureido)phenyl)isoindolin-2-yl)butanoic acid), O=C1N(CC2=CC(=CC=C12)C1=CC=C(C=C1)NC(=O)NC1=CC(=CC=C1)C(F)(F)F)C1(CCCC1)C(=O)OC (Methyl 1-(1-oxo-5-(4-(3-(3-(trifluoromethyl)phenyl)ureido)phenyl)isoindolin-2-yl)cyclopentanecarboxylate). The product is O=C1N(CC2=CC(=CC=C12)C1=CC=C(C=C1)NC(=O)NC1=CC(=CC=C1)C(F)(F)F)C1(CCCC1)C(=O)O (1-(1-Oxo-5-(4-(3-(3-(trifluoromethyl)phenyl)ureido)phenyl)isoindolin-2-yl)cyclopentanecarboxylic acid). Yield: 83.0%. RXN SMILES: CC(C)[C@@H](N1CC2C(=CC=C(C3C=CC(NC(NC4C=CC=C(C(F)(F)F)C=4)=O)=CC=3)C=2)C1=O)C(O)=O.[O:38]=[C:39]1[C:47]2[C:42](=[CH:43][C:44]([C:48]3[CH:53]=[CH:52][C:51]([NH:54][C:55]([NH:57][C:58]4[CH:63]=[CH:62][CH:61]=[C:60]([C:64]([F:67])([F:66])[F:65])[CH:59]=4)=[O:56])=[CH:50][CH:49]=3)=[CH:45][CH:46]=2)[CH2:41][N:40]1[C:68]1([C:73]([O:75]C)=[O:74])[CH2:72][CH2:71][CH2:70][CH2:69]1>>[O:38]=[C:39]1[C:47]2[C:42](=[CH:43][C:44]([C:48]3[CH:49]=[CH:50][C:51]([NH:54][C:55]([NH:57][C:58]4[CH:63]=[CH:62][CH:61]=[C:60]([C:64]([F:66])([F:65])[F:67])[CH:59]=4)=[O:56])=[CH:52][CH:53]=3)=[CH:45][CH:46]=2)[CH2:41][N:40]1[C:68]1([C:73]([OH:75])=[O:74])[CH2:72][CH2:71][CH2:70][CH2:69]1. Procedure details: The compound of example 370 was prepared analogous to the compound of example 361 by hydrolysis of the compound of example 369. The reactants are CC(C)(N)c1ccccc1, CCN=C=NCCCN(C)C, O=C(O)c1cccc(Oc2ccccc2)c1, CN(C)C=O, O. The product is CC(C)(NC(=O)c1cccc(Oc2ccccc2)c1)c1ccccc1. RXN SMILES: [C:28]([CH3:29])([CH3:30])([c:31]1[cH:32][cH:33][cH:34][cH:35][cH:36]1)[NH2:37].[CH3:17][CH2:18][N:19]=[C:20]=[N:21][CH2:22][CH2:23][CH2:24][N:25]([CH3:26])[CH3:27].[O:1]([c:2]1[cH:3][cH:4][cH:5][cH:6][cH:7]1)[c:8]1[cH:9][c:10]([C:11](=[O:12])[OH:13])[cH:14][cH:15][cH:16]1.[O:39]=[CH:40][N:41]([CH3:42])[CH3:43].[OH2:38]>>[O:1]([c:2]1[cH:3][cH:4][cH:5][cH:6][cH:7]1)[c:8]1[cH:9][c:10]([C:11](=[O:13])[NH:37][C:28]([CH3:29])([CH3:30])[c:31]2[cH:32][cH:33][cH:34][cH:35][cH:36]2)[cH:14][cH:15][cH:16]1. Starting materials: CCC1C(O[Si](C)(C)C(C)(C)C)CC(=O)N1c1ccc(C#N)c(Cl)c1, O=C([O-])O, Cl, [Na+], C1CCOC1. The product is CCC1C(O)CC(=O)N1c1ccc(C#N)c(Cl)c1. As a reaction SMILES: [C:1]([Si:2]([CH3:3])([CH3:4])[O:6][CH:7]1[CH:8]([CH2:22][CH3:23])[N:9]([c:13]2[cH:14][c:15]([Cl:21])[c:16]([C:17]#[N:18])[cH:19][cH:20]2)[C:10](=[O:12])[CH2:11]1)([CH3:5])([CH3:24])[CH3:25].[C:27](=[O:28])([O-:29])[OH:30].[ClH:26].[Na+:31].[O:32]1[CH2:33][CH2:34][CH2:35][CH2:36]1>>[OH:6][CH:7]1[CH:8]([CH2:22][CH3:23])[N:9]([c:13]2[cH:14][c:15]([Cl:21])[c:16]([C:17]#[N:18])[cH:19][cH:20]2)[C:10](=[O:12])[CH2:11]1.